This data is from the Open Reaction Database (ORD), a public repository of structured organic reaction records. The task is: describe an organic reaction: reactants, conditions, products, and yield Starting materials: OCC=1C(=NC=CC1)N (3-hydroxymethyl-2-pyridinamine), BrCC(=O)C1=CC=CC=C1 (α-bromoacetophenone). Solvent: C(C)O (ethanol). The product is OCC=1C=2N(C=CC1)C=C(N2)C2=CC=CC=C2 (8-hydroxymethyl-2-phenylimidazo[1,2-a]pyridine). Yield: 62.4%. RXN SMILES: [OH:1][CH2:2][C:3]1[C:4]([NH2:9])=[N:5][CH:6]=[CH:7][CH:8]=1.Br[CH2:11][C:12]([C:14]1[CH:19]=[CH:18][CH:17]=[CH:16][CH:15]=1)=O>C(O)C>[OH:1][CH2:2][C:3]1[C:4]2[N:5]([CH:11]=[C:12]([C:14]3[CH:19]=[CH:18][CH:17]=[CH:16][CH:15]=3)[N:9]=2)[CH:6]=[CH:7][CH:8]=1. Reported procedure: A mixture of 1.24 g (10 mmole) of 3-hydroxymethyl-2-pyridinamine and 2.0 g (10 mmole) of α-bromoacetophenone in 25 ml of ethanol was stirred at room temperature. After 18 hours the resultant solid was collected, washed with ethano, and dissolved in water. The solution was made basic with aqueous potassium carbonate and extracted with dichloromethane. The organic layer was dried over magnesium sulfate, filtered, and concentrated in vacuo. The residue was triturated with diethyl ether, collected b... Product: Cl.N[C@H](CC(=O)OC)CSCCCCCCCC(CC(=O)OC)C(=O)O (dimethyl (2R)-2-amino-12-carboxy-4-thia-1,13-tridecanedicarboxylate hydrochloride). As a reaction SMILES: [NH2:1][C@@H:2]([CH2:8][S:9][CH2:10][CH2:11][CH2:12][CH2:13][CH2:14][CH2:15][CH2:16][CH:17]([C:23]([O:25]C(C)(C)C)=[O:24])[CH2:18][C:19]([O:21][CH3:22])=[O:20])[CH2:3][C:4]([O:6][CH3:7])=[O:5].C(Cl)[Cl:31]>>[ClH:31].[NH2:1][C@@H:2]([CH2:8][S:9][CH2:10][CH2:11][CH2:12][CH2:13][CH2:14][CH2:15][CH2:16][CH:17]([C:23]([OH:25])=[O:24])[CH2:18][C:19]([O:21][CH3:22])=[O:20])[CH2:3][C:4]([O:6][CH3:7])=[O:5] |f:2.3|. Reaction conditions: time 2 hour. Procedure details: Dimethyl (2R)-2-amino-12-t-butoxycarbonyl-4-thia-1,13-tridecanedicarboxylate (3.39 g, 8.36 mmol) is dissolved in methylene chloride (50 ml) and hydrogen chloride gas is bubbled through the solution for 5 minutes. The reaction mixture is stirred for 2 hours at room temperature. The solvent is evaporated to give dimethyl (2R)-2-amino-12-carboxy-4-thia-1,13-tridecanedicarboxylate hydrochloride as an oil. Starting materials: N[C@H](CC(=O)OC)CSCCCCCCCC(CC(=O)OC)C(=O)OC(C)(C)C (Dimethyl (2R)-2-amino-12-t-butoxycarbonyl-4-thia-1,13-tridecanedicarboxylate), C(Cl)Cl (methylene chloride). Starting materials: COC(=O)c1ccc(Br)s1, CCCC[Sn](CCCC)(CCCC)c1ccccn1, CN(C)C=O, c1coc(P(c2ccco2)c2ccco2)c1. Product: COC(=O)c1ccc(-c2ccccn2)s1. RXN SMILES: [Br:1][c:2]1[cH:3][cH:4][c:5]([C:7](=[O:8])[O:9][CH3:10])[s:6]1.[CH2:27]([Sn:28]([CH2:29][CH2:30][CH2:31][CH3:38])([c:32]1[n:33][cH:34][cH:35][cH:36][cH:37]1)[CH2:39][CH2:40][CH2:41][CH3:42])[CH2:43][CH2:44][CH3:45].[O:46]=[CH:47][N:48]([CH3:49])[CH3:50].[o:11]1[cH:12][cH:13][cH:14][c:15]1[P:16]([c:17]1[o:18][cH:19][cH:20][cH:21]1)[c:22]1[o:23][cH:24][cH:25][cH:26]1>>[c:2]1(-[c:32]2[n:33][cH:34][cH:35][cH:36][cH:37]2)[cH:3][cH:4][c:5]([C:7](=[O:8])[O:9][CH3:10])[s:6]1. The reactants are [H-].[Na+] (Sodium hydride), O (water), FCCOC=1C=C(CO)C=CC1 (3-(2-fluoroethoxy)benzyl alcohol), C(C1=CC=CC=C1)Br (benzyl bromide). Run in O1CCCC1 (tetrahydrofuran). Run at time 30 minute. Yields the product C(C1=CC=CC=C1)OCC1=CC(=CC=C1)OCCF (3-(2-fluoroethoxy)benzyl benzyl ether). Yield: 78.5%. As a reaction SMILES: [H-].[Na+].[F:3][CH2:4][CH2:5][O:6][C:7]1[CH:8]=[C:9]([CH:12]=[CH:13][CH:14]=1)[CH2:10][OH:11].[CH2:15](Br)[C:16]1[CH:21]=[CH:20][CH:19]=[CH:18][CH:17]=1.O>O1CCCC1>[CH2:15]([O:11][CH2:10][C:9]1[CH:12]=[CH:13][CH:14]=[C:7]([O:6][CH2:5][CH2:4][F:3])[CH:8]=1)[C:16]1[CH:21]=[CH:20][CH:19]=[CH:18][CH:17]=1 |f:0.1|. Reported procedure: Sodium hydride (0.24 g; 60% in oil) was suspended in 30 ml of dry tetrahydrofuran, and then 1.0 g of 3-(2-fluoroethoxy)benzyl alcohol was added. The mixture was stirred at 50° to 60° C. for 30 minutes, and 1.7 g of benzyl bromide was added. The mixture was heated under reflux for 3 hours. The reaction mixture was cooled to room temperature, poured into water, and extracted with toluene. The toluene layer was washed with water and dried over anhydrous sodium sulfate. Toluene was evaporated under ...